From a dataset of the Open Reaction Database (ORD), a public repository of structured organic reaction records. describe an organic reaction: reactants, conditions, products, and yield Starting materials: O=C(Cl)c1ccccc1Cl, ClCCl, Nc1ccc(C(=O)N2Cc3ccccc3Cc3ccccc32)cc1. Product: O=C(Nc1ccc(C(=O)N2Cc3ccccc3Cc3ccccc32)cc1)c1ccccc1Cl. As a reaction SMILES: [Cl:25][C:26](=[O:27])[c:28]1[cH:29][cH:30][cH:31][cH:32][c:33]1[Cl:34].[Cl:35][CH2:36][Cl:37].[NH2:1][c:2]1[cH:3][cH:4][c:5]([C:6](=[O:7])[N:8]2[c:9]3[c:10]([cH:19][cH:20][cH:21][cH:22]3)[CH2:11][c:12]3[c:13]([cH:15][cH:16][cH:17][cH:18]3)[CH2:14]2)[cH:23][cH:24]1>>[NH:1]([c:2]1[cH:3][cH:4][c:5]([C:6](=[O:7])[N:8]2[c:9]3[c:10]([cH:19][cH:20][cH:21][cH:22]3)[CH2:11][c:12]3[c:13]([cH:15][cH:16][cH:17][cH:18]3)[CH2:14]2)[cH:23][cH:24]1)[C:26](=[O:27])[c:28]1[cH:29][cH:30][cH:31][cH:32][c:33]1[Cl:34]. Reactants: [N+](=O)([O-])C1=C(C=C(C=C1)[N+](=O)[O-])O (2,5-dinitrophenol), C([O-])([O-])=O.[K+].[K+] (potassium carbonate), BrCC=CCBr (1,4-dibromo-2-butene). Run in CN1CCCC1=O (NMP). Reaction conditions: temperature 45 celsius. The product is BrCC=CCOC1=C(C=CC(=C1)[N+](=O)[O-])[N+](=O)[O-] (1-bromo-4-(2,5-dinitrophenyloxy)but-2-ene). As a reaction SMILES: [N+:1]([C:4]1[CH:9]=[CH:8][C:7]([N+:10]([O-:12])=[O:11])=[CH:6][C:5]=1[OH:13])([O-:3])=[O:2].C(=O)([O-])[O-].[K+].[K+].[Br:20][CH2:21][CH:22]=[CH:23][CH2:24]Br>CN1C(=O)CCC1>[Br:20][CH2:21][CH:22]=[CH:23][CH2:24][O:13][C:5]1[CH:6]=[C:7]([N+:10]([O-:12])=[O:11])[CH:8]=[CH:9][C:4]=1[N+:1]([O-:3])=[O:2] |f:1.2.3|. Procedure details: A mixture of 2,5-dinitrophenol (4.0 g), potassium carbonate (4.6 g), NMP (40 mL) and 1,4-dibromo-2-butene (14.0 g) is heated to 45° C. for 2 hr. Extraction in the normal fashion and Kugelrohr distillation of the excess dibromide (0.1 mm Hg, 80° C.) gives 1-bromo-4-(2,5-dinitrophenyloxy)but-2-ene (mp 81-83° C.). Reactants: C(O)([O-])=O.[Na+] (sodium hydrogen carbonate), COC1=CN=C2C=CC(N(C2=C1)CC=O)=O ((7-methoxy-2-oxo-1,5-naphthyridin-1(2H)-yl)acetaldehyde), O1CCOC=2C=NC(=CC21)CN(C(OC(C)(C)C)=O)C2CCNCC2 (tert-butyl (2,3-dihydro(1,4)dioxino(2,3-c)pyridin-7-ylmethyl)(piperidin-4-yl)carbamate), C(C)(=O)O[BH-](OC(C)=O)OC(C)=O.[Na+] (sodium triacetoxyborohydride). Run in C(Cl)(Cl)Cl (chloroform), ClCCl (dichloromethane), C(C)(=O)O (acetic acid). Reaction conditions: time 1 hour. The product is O1CCOC=2C=NC(=CC21)CN(C(OC(C)(C)C)=O)C2CCN(CC2)CCN2C(C=CC1=NC=C(C=C21)OC)=O (tert-butyl (2,3-dihydro(1,4)dioxino(2,3-c)pyridin-7-ylmethyl)(1-(2-(7-methoxy-2-oxo-1,5-naphthyridin-1(2H)-yl)ethyl)piperidin-4-yl)carbamate). Isolated yield 76.0%. RXN SMILES: [CH3:1][O:2][C:3]1[CH:12]=[C:11]2[C:6]([CH:7]=[CH:8][C:9](=[O:16])[N:10]2[CH2:13][CH:14]=O)=[N:5][CH:4]=1.[O:17]1[C:26]2[CH:25]=[C:24]([CH2:27][N:28]([CH:36]3[CH2:41][CH2:40][NH:39][CH2:38][CH2:37]3)[C:29](=[O:35])[O:30][C:31]([CH3:34])([CH3:33])[CH3:32])[N:23]=[CH:22][C:21]=2[O:20][CH2:19][CH2:18]1.C(O[BH-](OC(=O)C)OC(=O)C)(=O)C.[Na+].C(=O)([O-])O.[Na+]>ClCCl.C(O)(=O)C.C(Cl)(Cl)Cl>[O:17]1[C:26]2[CH:25]=[C:24]([CH2:27][N:28]([CH:36]3[CH2:41][CH2:40][N:39]([CH2:14][CH2:13][N:10]4[C:11]5[C:6](=[N:5][CH:4]=[C:3]([O:2][CH3:1])[CH:12]=5)[CH:7]=[CH:8][C:9]4=[O:16])[CH2:38][CH2:37]3)[C:29](=[O:35])[O:30][C:31]([CH3:34])([CH3:33])[CH3:32])[N:23]=[CH:22][C:21]=2[O:20][CH2:19][CH2:18]1 |f:2.3,4.5|. Procedure details: To 0.11 g of (7-methoxy-2-oxo-1,5-naphthyridin-1(2H)-yl)acetaldehyde, 0.15 g of tert-butyl (2,3-dihydro(1,4)dioxino(2,3-c)pyridin-7-ylmethyl)(piperidin-4-yl)carbamate in 4 mL of dichloromethane, 24 μL of acetic acid and 0.13 g of sodium triacetoxyborohydride were added, and the mixture was stirred at room temperature for 1 hour. To the reaction mixture, chloroform and a saturated aqueous sodium hydrogen carbonate solution were added, the organic layer was separated, and the aqueous layer was ext... Reactants: [Al+3], C1CCOC1, CC(CCCCOc1ccccc1)C(=O)O, [H-], [H-], [H-], [H-], [Li+]. Product: CC(CO)CCCCOc1ccccc1. Reaction SMILES: [Al+3:18].[CH2:23]1[O:24][CH2:25][CH2:26][CH2:27]1.[CH3:1][CH:2]([C:3](=[O:4])[OH:5])[CH2:6][CH2:7][CH2:8][CH2:9][O:10][c:11]1[cH:12][cH:13][cH:14][cH:15][cH:16]1.[H-:17].[H-:20].[H-:21].[H-:22].[Li+:19]>>[CH3:1][CH:2]([CH2:3][OH:4])[CH2:6][CH2:7][CH2:8][CH2:9][O:10][c:11]1[cH:12][cH:13][cH:14][cH:15][cH:16]1.